From a dataset of the Open Reaction Database (ORD), a public repository of structured organic reaction records. describe an organic reaction: reactants, conditions, products, and yield Starting materials: ClC1=C(C=NC2=CC(=C(C=C12)OC)C=1C(=NOC1C)C)C(=O)N (4-chloro-7-(3,5-dimethyl-4-isoxazolyl)-6-(methyloxy)-3-quinolinecarboxamide), N1=C(C=NC=C1)CN ((2-pyrazinylmethyl)amine), C(C)#N (acetonitrile), C(C)#N (acetonitrile), ClC1=C(C=NC2=CC(=C(C=C12)OC)C=1C(=NOC1C)C)C(=O)N (4-Chloro-7-(3,5-dimethyl-4-isoxazolyl)-6-(methyloxy)-3-quinolinecarboxamide), C1=CC=CC=C1 (benzene), C(O)([O-])=O.[Na+] (sodium hydrogen carbonate). Run at time 3 hour. Yields the product CC1=NOC(=C1C=1C(=CC=2C3=C(C=NC2C1)NC(N3CC3=NC=CC=N3)=O)OC)C (7-(3,5-dimethyl-4-isoxazolyl)-8-(methyloxy)-1-(2-pyrimidinylmethyl)-1,3-dihydro-2H-imidazo[4,5-c]quinolin-2-one). As a reaction SMILES: Cl[C:2]1[C:11]2[C:6](=[CH:7][C:8]([C:14]3[C:15]([CH3:20])=[N:16][O:17][C:18]=3[CH3:19])=[C:9]([O:12][CH3:13])[CH:10]=2)[N:5]=[CH:4][C:3]=1C(N)=O.[N:24]1[CH:29]=[CH:28][N:27]=[CH:26][C:25]=1[CH2:30][NH2:31].[C:32](=[O:35])([O-])O.[Na+].C1C=CC=CC=1.C(#[N:45])C>>[CH3:20][C:15]1[C:14]([C:8]2[C:9]([O:12][CH3:13])=[CH:10][C:11]3[C:2]4[N:24]([CH2:29][C:28]5[N:27]=[CH:26][CH:25]=[CH:30][N:31]=5)[C:32](=[O:35])[NH:45][C:3]=4[CH:4]=[N:5][C:6]=3[CH:7]=2)=[C:18]([CH3:19])[O:17][N:16]=1 |f:2.3|. Procedure: In a 100 ml flask a mixture of 4-chloro-7-(3,5-dimethyl-4-isoxazolyl)-6-(methyloxy)-3-quinolinecarboxamide (for a preparation see Intermediate 56, 331 mg,) and (2-pyrazinylmethyl)amine (2.5 eq) in acetonitrile was heated at 100° C. for 2 h. The reaction mixture was hydrolyzed with a solution of sodium hydrogen carbonate, extracted with DCM and the organic dried over Na2SO4, filtered and concentrated to dryness to give the crude intermediate. The residue was dissolved in acetonitrile (15 ml), bis...